Dataset: the Open Reaction Database (ORD), a public repository of structured organic reaction records. Task: describe an organic reaction: reactants, conditions, products, and yield Reactants: BrC1=CC(=C(C(=O)NCC23CC4CC(CC(C2)C4)C3)C=C1)Cl (4-bromo-2-chloro-N-(tricyclo[3.3.1.13,7]dec-1-ylmethyl)-benzamide), C1=CC=C(C=C1)P(C2=CC=CC=C2)C3=C(C4=CC=CC=C4C=C3)C5=C(C=CC6=CC=CC=C65)P(C7=CC=CC=C7)C8=CC=CC=C8 ((R)-(+)-2,2′-bis(diphenylphosphino)-1,1′-binaphthyl), NC1CN(CC1)C(=O)OC(C)(C)C (3-amino-1-pyrrolidinecarboxylic acid, 1,1-dimethylethyl ester), C([O-])([O-])=O.[Cs+].[Cs+] (cesium carbonate). Reagents/catalysts: C(C)(=O)[O-].[Pd+2].C(C)(=O)[O-] (palladium (II) acetate). The solvent is C1(=CC=CC=C1)C (toluene). Conditions: time 3 hour. The product is Cl.ClC1=C(C(=O)NCC23CC4CC(CC(C2)C4)C3)C=CC(=C1)NC1CNCC1 (2-Chloro-4-(3-pyrrolidinylamino)-N-(tricyclo[3.3.1.13,7]dec-1-ylmethyl)-benzamide, hydrochloride salt). The yield is 41.1%. As a reaction SMILES: Br[C:2]1[CH:21]=[CH:20][C:5]([C:6]([NH:8][CH2:9][C:10]23[CH2:19][CH:14]4[CH2:15][CH:16]([CH2:18][CH:12]([CH2:13]4)[CH2:11]2)[CH2:17]3)=[O:7])=[C:4]([Cl:22])[CH:3]=1.[NH2:23][CH:24]1[CH2:28][CH2:27][N:26](C(OC(C)(C)C)=O)[CH2:25]1.C(=O)([O-])[O-].[Cs+].[Cs+].C1C=CC(P(C2C=CC3C(=CC=CC=3)C=2C2C3C(=CC=CC=3)C=CC=2P(C2C=CC=CC=2)C2C=CC=CC=2)C2C=CC=CC=2)=CC=1>C([O-])(=O)C.[Pd+2].C([O-])(=O)C.C1(C)C=CC=CC=1>[ClH:22].[Cl:22][C:4]1[CH:3]=[C:2]([NH:23][CH:24]2[CH2:28][CH2:27][NH:26][CH2:25]2)[CH:21]=[CH:20][C:5]=1[C:6]([NH:8][CH2:9][C:10]12[CH2:19][CH:14]3[CH2:15][CH:16]([CH2:18][CH:12]([CH2:13]3)[CH2:11]1)[CH2:17]2)=[O:7] |f:2.3.4,6.7.8,10.11|. Procedure: Prepared according to the method described in Example 41b from 4-bromo-2-chloro-N-(tricyclo[3.3.1.13,7]dec-1-ylmethyl)-benzamide (0.25 g, Example 41a), 3-amino-1-pyrrolidinecarboxylic acid, 1,1-dimethylethyl ester (0.182 g, Journal of Medicinal Chemistry, 1998, 41 (22), 4273-4278), cesium carbonate (0.347 g), (R)-(+)-2,2′-bis(diphenylphosphino)-1,1′-binaphthyl (0.036 g), palladium (II) acetate (0.009 g) and anhydrous toluene (3 ml). The residue was purified by HPLC eluting with a gradient of 0-5... Reactants: FC(C(=O)O)(F)F.FC(C(=O)O)(F)F.FC(C(=O)O)(F)F.ClC=1C=NC=2NC=3C=NC=C(CCC4=C(C=CC(NC1N2)=C4)NC(C[C@H]4CNCC4)=O)C3 (N-[6-chloro-2,4,8,18,22-pentaazatetracyclo[14.3.1.1(3,7).1(9,13)]docosa-1(20),3(22),4,6,9(21),10,12,16,18-nonaen-12-yl]-2-[(3S)-pyrrolidin-3-yl]acetamide tris(trifluoroacetate)), O1N=CC=C1C(=O)Cl (isoxazole-5-carbonyl chloride). The product is FC(C(=O)O)(F)F.FC(C(=O)O)(F)F.ClC=1C=NC=2NC=3C=NC=C(CCC4=C(C=CC(NC1N2)=C4)NC(C[C@H]4CN(CC4)C(=O)C4=CC=NO4)=O)C3 (N-[6-Chloro-2,4,8,18,22-pentaazatetracyclo[14.3.1.1(3,7).1(9,13)]docosa-1(20),3(22),4,6,9(21),10,12,16,18-nonaen-12-yl]-2-[(3S)-1-(isoxazol-5-ylcarbonyl)pyrrolidin-3-yl]acetamide bis(trifluoroacetate)). Yield: 81.0%. Reaction SMILES: [F:1][C:2]([F:7])([F:6])[C:3]([OH:5])=[O:4].[F:8][C:9]([F:14])([F:13])[C:10]([OH:12])=[O:11].FC(F)(F)C(O)=O.[Cl:22][C:23]1[CH:24]=[N:25][C:26]2[NH:27][C:28]3[CH:29]=[N:30][CH:31]=[C:32]([CH:53]=3)[CH2:33][CH2:34][C:35]3[CH:43]=[C:39]([NH:40][C:41]=1[N:42]=2)[CH:38]=[CH:37][C:36]=3[NH:44][C:45](=[O:52])[CH2:46][C@@H:47]1[CH2:51][CH2:50][NH:49][CH2:48]1.[O:54]1[C:58]([C:59](Cl)=[O:60])=[CH:57][CH:56]=[N:55]1>>[F:1][C:2]([F:7])([F:6])[C:3]([OH:5])=[O:4].[F:8][C:9]([F:14])([F:13])[C:10]([OH:12])=[O:11].[Cl:22][C:23]1[CH:24]=[N:25][C:26]2[NH:27][C:28]3[CH:29]=[N:30][CH:31]=[C:32]([CH:53]=3)[CH2:33][CH2:34][C:35]3[CH:43]=[C:39]([NH:40][C:41]=1[N:42]=2)[CH:38]=[CH:37][C:36]=3[NH:44][C:45](=[O:52])[CH2:46][C@@H:47]1[CH2:51][CH2:50][N:49]([C:59]([C:58]2[O:54][N:55]=[CH:56][CH:57]=2)=[O:60])[CH2:48]1 |f:0.1.2.3,5.6.7|. Procedure details: The desired compound was prepared according to the procedure of Example D94 using N-[6-chloro-2,4,8,18,22-pentaazatetracyclo[14.3.1.1(3,7).1(9,13)]docosa-1(20),3(22),4,6,9(21),10,12,16,18-nonaen-12-yl]-2-[(3S)-pyrrolidin-3-yl]acetamide tris(trifluoroacetate) and isoxazole-5-carbonyl chloride as the starting materials in 81% yield. LCMS for C27H26ClN8O3 (M+H)+: m/z=545.0. Procedure: In sealed pressure tube and stir bar was charged Pd(OAc)2 (5 mg, 0.08 equiv.), 2-dicyclohexylphosphino-2′,6′-dimethoxyphenyl 1 (18 mg, 0.16 equiv.), a-carbolines (83 mg, 0.267 mmol), trans vinyl phenyl boronic acid (119 mg, 3.0 equiv.) and K3PO4 (142 mg, 2.5 equiv.). The tube was evacuated and back-filled with argon (this was repeated three additional times). 700 μl of anhydrous 1,4-dioxane was added (when degassed solvent was used) and the reaction mixture was allowed to stir at 100° C. overnig... The reagents and catalysts are CC(=O)[O-].CC(=O)[O-].[Pd+2] (Pd(OAc)2). Yield: 65.0%. Product: COC1=CC=C(C=C1)C=1C=C2C3=C(NC2=CC1)N=CC(=C3)C=CC3=CC=CC=C3 (6-(4-methoxyphenyl)-3-(2′-phenylethenyl)-9H-pyrido[2,3-b]indole). As a reaction SMILES: Br[CH2:2][C:3]([C:5]1[CH:6]=[C:7]2[C:11](=[CH:12][CH:13]=1)[NH:10][C:9]1[N:14]=[C:15](Cl)[CH:16]=[CH:17][C:8]2=1)=O.[O-]P([O-])([O-])=O.[K+].[K+].[K+].[CH3:27][OH:28]>CC([O-])=O.CC([O-])=O.[Pd+2]>[CH3:27][O:28][C:8]1[CH:17]=[CH:16][C:3]([C:5]2[CH:6]=[C:7]3[C:11](=[CH:12][CH:13]=2)[NH:10][C:9]2[N:14]=[CH:15][C:16]([CH:2]=[CH:3][C:5]4[CH:13]=[CH:12][CH:11]=[CH:7][CH:6]=4)=[CH:17][C:8]3=2)=[CH:2][CH:9]=1 |f:1.2.3.4,6.7.8|. The reactants are BrCC(=O)C=1C=C2C3=C(NC2=CC1)N=C(C=C3)Cl (2-Bromo-1-(2-chloro-9H-pyrido[2,3-b]indol-6-yl)ethanone), trans vinyl phenyl boronic acid, [O-]P(=O)([O-])[O-].[K+].[K+].[K+] (K3PO4), CO (MeOH). The reactants are C(C1=CC=CC=C1)(C1=CC=CC=C1)N (benzhydrylamine), I.CN1C(=NCC1)SC (1-methyl-2-methylmercapto-2-imidazoline.hydroiodide). Run at time 2 day. The product is I.CN1C(NCC1)=NC(C1=CC=CC=C1)C1=CC=CC=C1 (1-methyl-2-benzhydryliminoimidazolidine.hydroiodide). The yield is 31.1%. As a reaction SMILES: [CH:1]([NH2:14])([C:8]1[CH:13]=[CH:12][CH:11]=[CH:10][CH:9]=1)[C:2]1[CH:7]=[CH:6][CH:5]=[CH:4][CH:3]=1.[IH:15].[CH3:16][N:17]1[CH2:21][CH2:20][N:19]=[C:18]1SC>>[IH:15].[CH3:16][N:17]1[CH2:21][CH2:20][NH:19][C:18]1=[N:14][CH:1]([C:8]1[CH:9]=[CH:10][CH:11]=[CH:12][CH:13]=1)[C:2]1[CH:7]=[CH:6][CH:5]=[CH:4][CH:3]=1 |f:1.2,3.4|. Procedure details: A mixture of 1.8 g of benzhydrylamine and 3.4 g of 1-methyl-2-methylmercapto-2-imidazoline.hydroiodide was allowed to stand at room temperature for 2 days. Chloroform was then distilled off to give 1.2 g of 1-methyl-2-benzhydryliminoimidazolidine.hydroiodide having a melting point of 254°-256° C. Reactants: NC1CN(CC1)C1CCCCC1 (3-amino-1-cyclohexylpyrrolidine), [N+](=O)([O-])C=1C=C(C(=O)Cl)C=C(C1)[N+](=O)[O-] (3,5-dinitrobenzoylchloride). Run in C(Cl)(Cl)Cl (chloroform). Yields the product C1(CCCCC1)N1CC(CC1)NC(C1=CC(=CC(=C1)[N+](=O)[O-])[N+](=O)[O-])=O (N-(1-Cyclohexyl-3-pyrrolidinyl)-3,5-dinitrobenzamide). RXN SMILES: [NH2:1][CH:2]1[CH2:6][CH2:5][N:4]([CH:7]2[CH2:12][CH2:11][CH2:10][CH2:9][CH2:8]2)[CH2:3]1.[N+:13]([C:16]1[CH:17]=[C:18]([CH:22]=[C:23]([N+:25]([O-:27])=[O:26])[CH:24]=1)[C:19](Cl)=[O:20])([O-:15])=[O:14]>C(Cl)(Cl)Cl>[CH:7]1([N:4]2[CH2:5][CH2:6][CH:2]([NH:1][C:19](=[O:20])[C:18]3[CH:17]=[C:16]([N+:13]([O-:15])=[O:14])[CH:24]=[C:23]([N+:25]([O-:27])=[O:26])[CH:22]=3)[CH2:3]2)[CH2:12][CH2:11][CH2:10][CH2:9][CH2:8]1. Reported procedure: To 8.0 g. (0.05 mole) of 3-amino-1-cyclohexylpyrrolidine in chloroform was added with stirring 12 g. (0.052 mole) of 3,5-dinitrobenzoylchloride. After stirring one hour, the solution was extracted with dilute sodium hydroxide, dried over sodium sulfate and concentrated. The residue was recrystallized from isooctane-ethyl acetate. The product weighed 5.1 g. (29%) and melted at 159°-161° C.